From a dataset of the Open Reaction Database (ORD), a public repository of structured organic reaction records. describe an organic reaction: reactants, conditions, products, and yield Reactants: CC(C)(C)OC(=O)c1ccc(CBr)cc1Cl, CS(C)=O, CC(C)(C)OC(=O)c1ccc(CNCC(F)(F)F)cc1Cl, Cl, NCC(F)(F)F, C1COCCO1. Product: O=C(O)c1ccc(CNCC(F)(F)F)cc1Cl. As a reaction SMILES: [Br:1][CH2:2][c:3]1[cH:4][cH:5][c:6]([C:7]([O:8][C:9]([CH3:10])([CH3:11])[CH3:12])=[O:13])[c:14]([Cl:15])[cH:16]1.[CH3:45][S:46]([CH3:47])=[O:48].[Cl:23][c:24]1[c:25]([C:26](=[O:27])[O:28][C:29]([CH3:30])([CH3:31])[CH3:32])[cH:33][cH:34][c:35]([CH2:37][NH:38][CH2:39][C:40]([F:41])([F:42])[F:43])[cH:36]1.[ClH:44].[F:17][C:18]([F:19])([F:20])[CH2:21][NH2:22].[O:49]1[CH2:50][CH2:51][O:52][CH2:53][CH2:54]1>>[Cl:23][c:24]1[c:25]([C:26](=[O:27])[OH:28])[cH:33][cH:34][c:35]([CH2:37][NH:38][CH2:39][C:40]([F:41])([F:42])[F:43])[cH:36]1. Starting materials: CCNCC, Cc1ccccc1, Clc1cc(Cl)c(Cl)nn1, O. Product: CCN(CC)c1cc(Cl)nnc1Cl. Reaction SMILES: [CH2:10]([CH3:11])[NH:12][CH2:13][CH3:14].[CH3:16][c:17]1[cH:18][cH:19][cH:20][cH:21][cH:22]1.[Cl:1][c:2]1[n:3][n:4][c:5]([Cl:9])[cH:6][c:7]1[Cl:8].[OH2:15]>>[Cl:1][c:2]1[n:3][n:4][c:5]([Cl:9])[cH:6][c:7]1[N:12]([CH2:10][CH3:11])[CH2:13][CH3:14]. Reactants: C1(=CC=CC=C1)O (phenol), benzyl halide, [NH2-].[Na+] (sodium amide), [Na] (sodium), [O-2].[Ba+2] (barium oxide), [H-].[Na+] (sodium hydride), CN(C=O)C (dimethylformamide). Reagents/catalysts: [Ag]=O (silver oxide). The solvent is O1CCCC1 (tetrahydrofuran), CS(=O)C (dimethylsulfoxide), CCOCC (ether), C(C)N(CC)CC (triethylamine). Yields the product C1(=CC=CC=C1)OCC1=CC=CC=C1 (benzyl phenyl ether). Reaction SMILES: [C:1]1(O)[CH:6]=[CH:5][CH:4]=[CH:3][CH:2]=1.[NH2-].[Na+].[Na].[O-2].[Ba+2].[H-].[Na+].CN(C)[CH:17]=[O:18]>[Ag]=O.O1CCCC1.CS(C)=O.CCOCC.C(N(CC)CC)C>[C:1]1([O:18][CH2:17][C:1]2[CH:6]=[CH:5][CH:4]=[CH:3][CH:2]=2)[CH:6]=[CH:5][CH:4]=[CH:3][CH:2]=1 |f:1.2,4.5,6.7,^1:9|. Procedure: In Scheme 3, the starting phenol is reacted with a benzyl halide in the presence of a base (e.g. sodium amide, triethylamine, sodium hydroxyde, barium oxide, silver oxide, sodium hydride) in an inert solvent (e.g. ether, dimethylsulfoxide, dimethylformamide, tetrahydrofuran) to give a benzyl phenyl ether, which is an example of the derivative of the alkoxyiminocarboxylic acid (V). Reactants: O=S1(C2=C(CC1)C=C(C=C2)CO)=O ((1,1-Dioxo-2,3-dihydro-1H-1lambda*6*-benzo[b]thiophen-5-yl)-methanol), C(Cl)Cl (DCM). Reaction conditions: time 3 hour. Yields the product O=S1(C2=C(CC1)C=C(C=C2)COS(=O)(=O)C)=O (Methanesulfonic acid 1,1-dioxo-2,3-dihydro-1H-1lambda*6*-benzo[b]thiophen-5-ylmethyl ester). Reaction SMILES: [O:1]=[S:2]1(=[O:13])[CH2:6][CH2:5][C:4]2[CH:7]=[C:8]([CH2:11][OH:12])[CH:9]=[CH:10][C:3]1=2.C(Cl)Cl>>[O:1]=[S:2]1(=[O:13])[CH2:6][CH2:5][C:4]2[CH:7]=[C:8]([CH2:11][O:12][S:2]([CH3:3])(=[O:13])=[O:1])[CH:9]=[CH:10][C:3]1=2. Procedure: To a solution of (1,1-Dioxo-2,3-dihydro-1H-1lambda*6*-benzo[b]thiophen-5-yl)-methanol (crude, 160 mg, 0.64 mmol) and triethylamne (180 ul, 1.29 mmol) in DCM (7 ml) Methanesulfonylchloride (60 ul, 0.77 mmol) was added at rt. The reaction mixture was stirred at it for 3 hours. Product: N1(CCCCC1)S(=O)(=O)C1=CC2=C(SC3(CC3)C2=O)C=C1 (5-Piperidinosulfonylspiro[benzo[b]thiophene-2(3H),1'-cyclopropan]-3-one). The reactants are N1(CCCCC1)S(=O)(=O)C1=CC2=C(SC3(C(OCC3)=O)C2=O)C=C1 (5-piperidinosulfonyl 4',5'-dihydrospiro[benzo[b]thiophene-2(3H),3'(2'H)-furan]-3,2'-dione). Run in C(C)O (C2H5OH). Reported procedure: 5-Piperidinosulfonylspiro[benzo[b]thiophene-2(3H),1'-cyclopropan]-3-one was prepared by a similar procedure to that of Example 8 except for the use of 5-piperidinosulfonyl 4',5'-dihydrospiro[benzo[b]thiophene-2(3H),3'(2'H)-furan]-3,2'-dione obtained in Reference Example 17. Colorless prisms (from C2H5OH), mp 155.5°-157° C. Anal. Calcd. for C15H17NO3S: C, 55.70; H, 5.30; N, 4.33. Found: C, 55.74; H, 5.34; N, 4.50. As a reaction SMILES: [N:1]1([S:7]([C:10]2[CH:24]=[CH:23][C:13]3[S:14][C:15]4([C:21](=[O:22])[C:12]=3[CH:11]=2)[CH2:19][CH2:18]OC4=O)(=[O:9])=[O:8])[CH2:6][CH2:5][CH2:4][CH2:3][CH2:2]1>C(O)C>[N:1]1([S:7]([C:10]2[CH:24]=[CH:23][C:13]3[S:14][C:15]4([C:21](=[O:22])[C:12]=3[CH:11]=2)[CH2:19][CH2:18]4)(=[O:9])=[O:8])[CH2:2][CH2:3][CH2:4][CH2:5][CH2:6]1. Reactants: C1CCOC1 (THF), [Si](C)(C)(C(C)(C)C)[SiH2]OCCN(C1=CC=C(C=C1)\C=C\C1=CC=C(C=C1)C=1N=C2N(C=C(C=C2)C)C1)C (N-(2-tert-butyldimethylsilylsilanyloxyethyl)-N-methyl-4-{(E)-2-[4-(6-methylimidazo[1,2-a]pyridin-2-yl)phenyl]ethenyl}aniline), [Cl-].[NH4+] (ammonium chloride), CCCC[N+](CCCC)(CCCC)CCCC.[F-] (TBAF), C1CCOC1 (THF). The solvent is CN(C)C=O (DMF). Reaction conditions: temperature 2.5 celsius, time 5 minute. Yields the product OCCN(C1=CC=C(C=C1)\C=C\C1=CC=C(C=C1)C=1N=C2N(C=C(C=C2)C)C1)C (N-(2-Hydroxyethyl)-N-methyl-4-{(E)-2-[4-(6-methylimidazo[1,2-a]pyridin-2-yl)phenyl]ethenyl}aniline). The yield is 98.0%. As a reaction SMILES: [Si]([SiH2][O:9][CH2:10][CH2:11][N:12]([CH3:37])[C:13]1[CH:18]=[CH:17][C:16](/[CH:19]=[CH:20]/[C:21]2[CH:26]=[CH:25][C:24]([C:27]3[N:28]=[C:29]4[CH:34]=[CH:33][C:32]([CH3:35])=[CH:31][N:30]4[CH:36]=3)=[CH:23][CH:22]=2)=[CH:15][CH:14]=1)(C(C)(C)C)(C)C.C1COCC1.CCCC[N+](CCCC)(CCCC)CCCC.[F-].[Cl-].[NH4+]>CN(C=O)C>[OH:9][CH2:10][CH2:11][N:12]([CH3:37])[C:13]1[CH:14]=[CH:15][C:16](/[CH:19]=[CH:20]/[C:21]2[CH:26]=[CH:25][C:24]([C:27]3[N:28]=[C:29]4[CH:34]=[CH:33][C:32]([CH3:35])=[CH:31][N:30]4[CH:36]=3)=[CH:23][CH:22]=2)=[CH:17][CH:18]=1 |f:2.3,4.5|. Procedure: To a stirred suspension of 4-[N-(2-tert-butyldimethylsilylsilanyloxyethyl)-N-methyl-4-{(E)-2-[4-(6-methylimidazo[1,2-a]pyridin-2-yl)phenyl]ethenyl}aniline (0.18 g, 0.362 mmol) in a mixture of dry THF (5 ml) and dry DMF (3 ml) at 0-5° C. was added a solution of TBAF in THF (1 M, 800 μl, 0.800 mmol). The reaction mixture was stirred at 0-5° C. for 5 min and then left to rise to room temperature and stirred for a further 50 min. A solution of saturated ammonium chloride (25 ml) was added to the rea... Starting materials: CCCc1c2c(c(OC)c3c(=O)cc(C(=O)OC)oc13)C(=O)CCC2, O=CO, [I-], [K+], O. The product is CCCc1c2c(c(O)c3c(=O)cc(C(=O)OC)oc13)C(=O)CCC2. As a reaction SMILES: [CH3:1][O:2][c:3]1[c:4]2[c:9]([c:10]([CH2:22][CH2:23][CH3:24])[c:11]3[o:12][c:13]([C:18](=[O:19])[O:20][CH3:21])[cH:14][c:15](=[O:17])[c:16]13)[CH2:8][CH2:7][CH2:6][C:5]2=[O:25].[CH:29]([OH:30])=[O:31].[I-:27].[K+:26].[OH2:28]>>[OH:2][c:3]1[c:4]2[c:9]([c:10]([CH2:22][CH2:23][CH3:24])[c:11]3[o:12][c:13]([C:18](=[O:19])[O:20][CH3:21])[cH:14][c:15](=[O:17])[c:16]13)[CH2:8][CH2:7][CH2:6][C:5]2=[O:25]. Solvent: C(C)N(CC)CC (triethylamine), C1(=CC=CC=C1)C (toluene), C(Cl)Cl (methylene chloride). Starting materials: COC=1C=C2C(=CC=NC2=CC1OC)OC1=CC(=C(N)C=C1C)C (4-[(6,7-Dimethoxy-4-quinolyl)oxy]-2,5-dimethylaniline), ClC(Cl)(OC(OC(Cl)(Cl)Cl)=O)Cl (triphosgene), C([O-])(O)=O.[Na+] (sodium bicarbonate), C1(=CC=CC=C1)C1=CC=C(C=C1)O (4-phenylphenol). Product: COC=1C=C2C(=CC=NC2=CC1OC)OC1=CC(=C(C=C1C)NC(OC1=CC=C(C=C1)C1=CC=CC=C1)=O)C (4-Phenylphenyl N-{4-[(6,7-dimethoxy-4-quinolyl)oxy]-2,5-dimethylphenyl}carbamate). Procedure: 4-[(6,7-Dimethoxy-4-quinolyl)oxy]-2,5-dimethylaniline (50 mg) was added to toluene (5 ml), and triethylamine (0.5 ml), and the mixture was heated under reflux to prepare a solution. A solution of triphosgene (68 mg) in methylene chloride was then added thereto, and the mixture was heated under reflux for 10 min. Next, 4-phenylphenol (39 mg) was added thereto, and the mixture was further stirred with heating under reflux for 3 hr. A saturated aqueous sodium bicarbonate solution was added to stop ... RXN SMILES: [CH3:1][O:2][C:3]1[CH:4]=[C:5]2[C:10](=[CH:11][C:12]=1[O:13][CH3:14])[N:9]=[CH:8][CH:7]=[C:6]2[O:15][C:16]1[C:22]([CH3:23])=[CH:21][C:19]([NH2:20])=[C:18]([CH3:24])[CH:17]=1.Cl[C:26](Cl)([O:28][C:29](=[O:35])OC(Cl)(Cl)Cl)Cl.[C:37]1([C:43]2[CH:48]=[CH:47]C(O)=[CH:45][CH:44]=2)[CH:42]=[CH:41][CH:40]=[CH:39][CH:38]=1.C(=O)(O)[O-].[Na+]>C(Cl)Cl.C(N(CC)CC)C.C1(C)C=CC=CC=1>[CH3:1][O:2][C:3]1[CH:4]=[C:5]2[C:10](=[CH:11][C:12]=1[O:13][CH3:14])[N:9]=[CH:8][CH:7]=[C:6]2[O:15][C:16]1[C:22]([CH3:23])=[CH:21][C:19]([NH:20][C:29](=[O:35])[O:28][C:26]2[CH:45]=[CH:44][C:43]([C:37]3[CH:42]=[CH:41][CH:40]=[CH:39][CH:38]=3)=[CH:48][CH:47]=2)=[C:18]([CH3:24])[CH:17]=1 |f:3.4|. Yield: 68.5%.